Dataset: the Open Reaction Database (ORD), a public repository of structured organic reaction records. Task: describe an organic reaction: reactants, conditions, products, and yield Starting materials: COC1=C(C=CC=C1OC)C(CC(=O)C1=CC=C(C=C1)OC)=O (1-(2,3-Dimethoxy-phenyl)-3-(4-methoxy-phenyl)-propane-1,3-dione). Run in I (HI), CC(=O)O (AcOH), O (water). Run at temperature 110 celsius. Yields the product OC=1C=CC=C2C(C=C(OC12)C1=CC=C(C=C1)O)=O (8-hydroxy-2-(4-hydroxy-phenyl)-4H-chromen-4-one). Yield: 51.9%. Reaction SMILES: CO[C:3]1[C:8]([O:9]C)=[CH:7][CH:6]=[CH:5][C:4]=1[C:11](=[O:23])[CH2:12][C:13]([C:15]1[CH:20]=[CH:19][C:18]([O:21]C)=[CH:17][CH:16]=1)=[O:14]>I.CC(O)=O.O>[OH:9][C:8]1[CH:7]=[CH:6][CH:5]=[C:4]2[C:3]=1[O:14][C:13]([C:15]1[CH:20]=[CH:19][C:18]([OH:21])=[CH:17][CH:16]=1)=[CH:12][C:11]2=[O:23]. Reported procedure: 1-(2,3-Dimethoxy-phenyl)-3-(4-methoxy-phenyl)-propane-1,3-dione (3.1 g, 9.86 mmol) was dissolved in mixture of HI (10 mL) and AcOH (10 mL) and heated at 110° C. for 4 days. The reaction mixture was cooled to rt, diluted with water and solids were filtered. The solid product was washed with water, dried and purified by column chromatography, using 30% EtOAc in dichloromethane to give 1.3 g (52%) of 8-hydroxy-2-(4-hydroxy-phenyl)-4H-chromen-4-one. MS (ES) m/z: 255.08 (M+1), and 154.15. Reactants: C1CCOC1, CN1C(=O)CCC2(C)c3ccc(Br)cc3CCC12, ClC(Cl)Cl, OB(O)c1ccc(C(F)(F)F)cc1, [Na+], [Na+], O=C([O-])[O-]. Yields the product CN1C(=O)CCC2(C)c3ccc(-c4ccc(C(F)(F)F)cc4)cc3CCC12. RXN SMILES: [CH2:38]1[O:39][CH2:40][CH2:41][CH2:42]1.[CH3:1][N:2]1[C:3](=[O:18])[CH2:4][CH2:5][C:6]2([CH3:17])[c:7]3[c:8]([cH:12][c:13]([Br:16])[cH:14][cH:15]3)[CH2:9][CH2:10][CH:11]12.[CH:43]([Cl:44])([Cl:45])[Cl:46].[F:19][C:20]([c:21]1[cH:22][cH:23][c:24]([B:27]([OH:28])[OH:29])[cH:25][cH:26]1)([F:30])[F:31].[Na+:32].[Na+:33].[O-:34][C:35](=[O:36])[O-:37]>>[CH3:1][N:2]1[C:3](=[O:18])[CH2:4][CH2:5][C:6]2([CH3:17])[c:7]3[c:8]([cH:12][c:13](-[c:24]4[cH:23][cH:22][c:21]([C:20]([F:19])([F:30])[F:31])[cH:26][cH:25]4)[cH:14][cH:15]3)[CH2:9][CH2:10][CH:11]12. Starting materials: [H-].[Na+] (sodium hydride), N1C=NC=C1 (imidazol), BrC1=CC=C(C=C1)C1=CC(=NN1C1=CC=C(C=C1)S(=O)(=O)C)C(F)(F)F (5-[4-Bromophenyl]-3-trifluoromethyl-1-[4-(methylsulfonyl)phenyl]-1H-pyrazole), O (water). Reagents/catalysts: [Cu] (copper). The solvent is CN(C)C=O (DMF). Conditions: temperature 150 celsius, time 30 minute. Product: N1(C=NC=C1)C1=CC=C(C=C1)C1=CC(=NN1C1=CC=C(C=C1)S(=O)(=O)C)C(F)(F)F (5-[4-(1-Imidazolyl)phenyl]-1-[4-(methylsulfonyl)phenyl]-3-trifluoromethyl-1H-pyrazol). Yield: 16.2%. RXN SMILES: [H-].[Na+].[NH:3]1[CH:7]=[CH:6][N:5]=[CH:4]1.Br[C:9]1[CH:14]=[CH:13][C:12]([C:15]2[N:19]([C:20]3[CH:25]=[CH:24][C:23]([S:26]([CH3:29])(=[O:28])=[O:27])=[CH:22][CH:21]=3)[N:18]=[C:17]([C:30]([F:33])([F:32])[F:31])[CH:16]=2)=[CH:11][CH:10]=1.O>CN(C=O)C.[Cu]>[N:3]1([C:9]2[CH:14]=[CH:13][C:12]([C:15]3[N:19]([C:20]4[CH:21]=[CH:22][C:23]([S:26]([CH3:29])(=[O:27])=[O:28])=[CH:24][CH:25]=4)[N:18]=[C:17]([C:30]([F:32])([F:31])[F:33])[CH:16]=3)=[CH:11][CH:10]=2)[CH:7]=[CH:6][N:5]=[CH:4]1 |f:0.1|. Procedure: To a suspention of sodium hydride (0.04 g: 1 mmol) (60% mineral oil dispersion; washed with dry hexane (3 mL)) in DMF(2 mL) was added imidazol (0.068 g) at room temperature and the mixture was stirred 30 minutes. Then, 4-[5-[4-Bromophenyl]-3-trifluoromethyl-1-[4-(methylsulfonyl)phenyl]-1H-pyrazole (0.445 g) and copper powder (0.0063 g) were added and the whole was heated at 150° C. for 3 hours. After cooling, water (30 mL) was added to the reaction mixture and the whole was extracted with CH2Cl2... Starting materials: O=C1CC(c2ccc(Cl)cc2Br)CN1, C=Cc1ccccc1, CCN(C(C)C)C(C)C, Cl, CC(=O)[O-], CC(=O)[O-], CN(C)C=O, [Pd+2], c1ccc(P(c2ccccc2)c2ccccc2)cc1. Product: O=C1CC(c2ccc(Cl)cc2C=Cc2ccccc2)CN1. RXN SMILES: [Br:1][c:2]1[c:3]([CH:9]2[CH2:10][C:11](=[O:14])[NH:12][CH2:13]2)[cH:4][cH:5][c:6]([Cl:8])[cH:7]1.[CH2:34]=[CH:35][c:36]1[cH:37][cH:38][cH:39][cH:40][cH:41]1.[CH:42]([N:43]([CH:44]([CH3:45])[CH3:46])[CH2:47][CH3:48])([CH3:49])[CH3:50].[ClH:56].[O-:58][C:59]([CH3:60])=[O:61].[O-:62][C:63]([CH3:64])=[O:65].[O:51]=[CH:52][N:53]([CH3:54])[CH3:55].[Pd+2:57].[c:15]1([P:16]([c:17]2[cH:18][cH:19][cH:20][cH:21][cH:22]2)[c:23]2[cH:24][cH:25][cH:26][cH:27][cH:28]2)[cH:29][cH:30][cH:31][cH:32][cH:33]1>>[c:2]1([CH:34]=[CH:35][c:36]2[cH:37][cH:38][cH:39][cH:40][cH:41]2)[c:3]([CH:9]2[CH2:10][C:11](=[O:14])[NH:12][CH2:13]2)[cH:4][cH:5][c:6]([Cl:8])[cH:7]1. The solvent is C(C)O (ethanol), C(C)O (ethanol). RXN SMILES: [OH:1][C:2]1[CH:10]=[CH:9][C:8]([NH:11][CH2:12][C:13]2[C:18]([F:19])=[C:17]([F:20])[C:16]([C:21]([F:24])([F:23])[F:22])=[C:15]([F:25])[C:14]=2[F:26])=[CH:7][C:3]=1[C:4]([OH:6])=[O:5].[OH-].[K+:28]>C(O)C>[OH:1][C:2]1[CH:10]=[CH:9][C:8]([NH:11][CH2:12][C:13]2[C:14]([F:26])=[C:15]([F:25])[C:16]([C:21]([F:24])([F:23])[F:22])=[C:17]([F:20])[C:18]=2[F:19])=[CH:7][C:3]=1[C:4]([O-:6])=[O:5].[K+:28] |f:1.2,4.5|. Run at temperature 10 celsius, time 2 hour. Starting materials: OC1=C(C(=O)O)C=C(C=C1)NCC1=C(C(=C(C(=C1F)F)C(F)(F)F)F)F (2-hydroxy-5-(2,3,5,6-tetrafluoro-4-trifluoromethyl-benzylamino)benzoic acid), [OH-].[K+] (potassium hydroxide). Yields the product OC1=C(C(=O)[O-])C=C(C=C1)NCC1=C(C(=C(C(=C1F)F)C(F)(F)F)F)F.[K+] (potassium 2-hydroxy-5-(2,3,5,6-tetrafluoro-4-trifluoromethyl-benzylamino)benzoate). Procedure: 2-hydroxy-5-(2,3,5,6-tetrafluoro-4-trifluoromethyl-benzylamino)benzoic acid (10 g, 0.261 mole), as prepared in Example 3, was added to anhydrous ethanol (500 ml) and then the temperature was allowed to rise to 50° C. for complete dissolution. The resulting solution was cooled to 10° C. The pH of the solution was adjusted to 6.8-7.0 using a separately prepared solution of 85%-potassium hydroxide (17.22 g, 0.261 mole) and anhydrous ethanol (30 ml). The reaction mixture was stirred for 2 hours at r... Isolated yield 91.6%.